This data is from the Open Reaction Database (ORD), a public repository of structured organic reaction records. The task is: describe an organic reaction: reactants, conditions, products, and yield Reaction SMILES: [CH:1]12[CH2:2][CH:3]=[CH:4][CH:5]1[C:6](=[CH:8][C:9](=[O:10])[O:11][C:12]([CH3:13])([CH3:14])[CH3:15])[CH2:7]2.[ClH:31].[N+:27](=[O:28])([O-:29])[CH3:30].[N:16]12[CH2:17][CH2:18][CH2:19][N:20]=[C:21]1[CH2:22][CH2:23][CH2:24][CH2:25][CH2:26]2>>[CH:1]12[CH2:2][CH:3]=[CH:4][CH:5]1[C:6]([CH2:8][C:9](=[O:10])[O:11][C:12]([CH3:13])([CH3:14])[CH3:15])([CH2:30][N+:27](=[O:28])[O-:29])[CH2:7]2. Yields the product CC(C)(C)OC(=O)CC1(C[N+](=O)[O-])CC2CC=CC21. Starting materials: CC(C)(C)OC(=O)C=C1CC2CC=CC12, Cl, C[N+](=O)[O-], C1CCC2=NCCCN2CC1.